This data is from the Open Reaction Database (ORD), a public repository of structured organic reaction records. The task is: describe an organic reaction: reactants, conditions, products, and yield Reactants: Nc1cccc(Br)c1Cl, CCCS(=O)(=O)Nc1cc(Cl)cc(B2OC(C)(C)C(C)(C)O2)c1F. Product: CCCS(=O)(=O)Nc1cccc(Br)c1Cl. As a reaction SMILES: [Br:1][c:2]1[c:3]([Cl:9])[c:4]([NH2:5])[cH:6][cH:7][cH:8]1.[Cl:10][c:11]1[cH:12][c:13]([B:14]2[O:15][C:16]([CH3:17])([CH3:24])[C:25]([CH3:26])([CH3:27])[O:28]2)[c:29]([F:30])[c:31]([NH:32][S:18](=[O:19])(=[O:20])[CH2:21][CH2:22][CH3:23])[cH:33]1>>[Br:1][c:2]1[c:3]([Cl:9])[c:4]([NH:5][S:18](=[O:19])(=[O:20])[CH2:21][CH2:22][CH3:23])[cH:6][cH:7][cH:8]1. The product is C(C)OC(CN1C(=O)C(=O)C2=CC=CC=C12)OCC (1-(2,2-Diethoxyethyl)isatin). Solvent: CS(=O)C (dimethyl sulfoxide). As a reaction SMILES: [CH2:1]([O:3][CH:4]([O:18][CH2:19][CH3:20])[CH2:5][N:6]1[C:14]2[C:9](=[CH:10][CH:11]=[CH:12][CH:13]=2)[C:8](Cl)(Cl)[C:7]1=[O:17])[CH3:2].[OH-].[Na+].Cl.C(OCC)(=[O:26])C>CS(C)=O>[CH2:1]([O:3][CH:4]([O:18][CH2:19][CH3:20])[CH2:5][N:6]1[C:14]2[C:9](=[CH:10][CH:11]=[CH:12][CH:13]=2)[C:8](=[O:26])[C:7]1=[O:17])[CH3:2] |f:1.2|. Reactants: C(C)OC(CN1C(C(C2=CC=CC=C12)(Cl)Cl)=O)OCC (1-(2,2-diethoxyethyl)-3,3-dichloroindolin-2-one), aqueous solution, [OH-].[Na+] (sodium hydroxide), Cl (hydrochloric acid), C(C)(=O)OCC (Ethyl acetate). Procedure details: To a solution of 31 g of 1-(2,2-diethoxyethyl)-3,3-dichloroindolin-2-one in 200 ml of dimethyl sulfoxide was added dropwise 50 ml of an aqueous solution of 14.5 g of sodium hydroxide in such a manner that the reaction temperature might not exceed 20° C., followed by stirring at the same temperature for 45 minutes. To the mixture was slowly added 15.5 ml of concentrated hydrochloric acid, followed by stirring at room temperature for 1.5 hours. Ethyl acetate was added to the reaction mixture, and ... Reaction conditions: time 45 minute. Starting materials: BrCCCOC1=CC=C(CNC2=NC(=NC(=C2)OCC(F)(F)F)NC2=CC=C(C(=O)OC(C)(C)C)C=C2)C=C1 (Tert-butyl 4-((4-((4-(3-bromopropoxy)benzyl)amino)-6-(2,2,2-trifluoroethoxy)pyrimidin-2-yl)amino)benzoate), Cl (HCl). Run in O1CCOCC1 (dioxane). Product: BrCCCOC1=CC=C(CNC2=NC(=NC(=C2)OCC(F)(F)F)NC2=CC=C(C(=O)O)C=C2)C=C1 (4-((4-((4-(3-bromopropoxy)benzyl)amino)-6-(2,2,2-trifluoroethoxy)pyrimidin-2-yl)amino)benzoic acid). The yield is 100.0%. Reaction SMILES: [Br:1][CH2:2][CH2:3][CH2:4][O:5][C:6]1[CH:39]=[CH:38][C:9]([CH2:10][NH:11][C:12]2[CH:17]=[C:16]([O:18][CH2:19][C:20]([F:23])([F:22])[F:21])[N:15]=[C:14]([NH:24][C:25]3[CH:37]=[CH:36][C:28]([C:29]([O:31]C(C)(C)C)=[O:30])=[CH:27][CH:26]=3)[N:13]=2)=[CH:8][CH:7]=1.Cl>O1CCOCC1>[Br:1][CH2:2][CH2:3][CH2:4][O:5][C:6]1[CH:7]=[CH:8][C:9]([CH2:10][NH:11][C:12]2[CH:17]=[C:16]([O:18][CH2:19][C:20]([F:23])([F:22])[F:21])[N:15]=[C:14]([NH:24][C:25]3[CH:26]=[CH:27][C:28]([C:29]([OH:31])=[O:30])=[CH:36][CH:37]=3)[N:13]=2)=[CH:38][CH:39]=1. Procedure: Tert-butyl 4-((4-((4-(3-bromopropoxy)benzyl)amino)-6-(2,2,2-trifluoroethoxy)pyrimidin-2-yl)amino)benzoate (34 mg, 0.06 mmol) and 4 N HCl in dioxane (1 mL) were stirred for 8 hs then concentrated under vacuum to give 4-((4-((4-(3-bromopropoxy)benzyl)amino)-6-(2,2,2-trifluoroethoxy)pyrimidin-2-yl)amino)benzoic acid (31 mg, 0.06 mmol) which was carried to the next step without purification. The reactants are COC(CN1C(=NC=C1)C=1SC=CN1)=O ((2-Thiazol-2-yl-imidazol-1-yl)-acetic acid methyl ester), C[Al](C)C (AlMe3), C1(=CC=CC=C1)C (toluene), Cl.C(C)NC1=C(C=NC(=C1)C(C)C)N (N4-ethyl-6-isopropyl-pyridine-3,4-diamine hydrochloride). The solvent is C(Cl)Cl (CH2Cl2), C(Cl)Cl (CH2Cl2). Conditions: time 45 minute. Yields the product C(C)N1C(=NC=2C=NC(=CC21)C(C)C)CN2C(=NC=C2)C=2SC=CN2 (1-ethyl-6-isopropyl-2-{[2-(1,3-thiazol-2-yl)-1H-imidazol-1-yl]methyl}-1H-imidazo[4,5-c]pyridine). Reaction SMILES: Cl.[CH2:2]([NH:4][C:5]1[CH:10]=[C:9]([CH:11]([CH3:13])[CH3:12])[N:8]=[CH:7][C:6]=1[NH2:14])[CH3:3].C[Al](C)C.C1(C)C=CC=CC=1.CO[C:28](=O)[CH2:29][N:30]1[CH:34]=[CH:33][N:32]=[C:31]1[C:35]1[S:36][CH:37]=[CH:38][N:39]=1>C(Cl)Cl>[CH2:2]([N:4]1[C:5]2[CH:10]=[C:9]([CH:11]([CH3:13])[CH3:12])[N:8]=[CH:7][C:6]=2[N:14]=[C:28]1[CH2:29][N:30]1[CH:34]=[CH:33][N:32]=[C:31]1[C:35]1[S:36][CH:37]=[CH:38][N:39]=1)[CH3:3] |f:0.1|. Procedure details: To a suspension of N4-ethyl-6-isopropyl-pyridine-3,4-diamine hydrochloride (126 mg, 0.582 mmol) in CH2Cl2 (5 mL) at room temperature under N2 is added 2.0 M AlMe3 in toluene (0.35 mL, 0.728 mmol). The dark solution is then stirred at room temperature for 45 min. Next, a solution of (2-Thiazol-2-yl-imidazol-1-yl)-acetic acid methyl ester (65 mg, 0.291 mmol) in CH2Cl2 (2 mL) is added via cannula followed by a 1 mL rinse. The reaction mixture is stirred at reflux overnight. After cooling, it is tre... The reactants are ClC(=O)OC(Cl)(Cl)Cl (trichloromethyl chloroformate), C(CCCC)NS(=O)(=O)C1=CC=C(C=C1)N (N-(pentyl)-4-aminobenzenesulfonamide). Run in C(C)#N (acetonitrile). Run at temperature 65 celsius. Yields the product C(CCCC)NS(=O)(=O)C1=CC=C(C=C1)N=C=O (N-(pentyl)-4-(isocyanato)benzenesulfonamide). As a reaction SMILES: ClC([O:4][C:5](Cl)(Cl)Cl)=O.[CH2:9]([NH:14][S:15]([C:18]1[CH:23]=[CH:22][C:21]([NH2:24])=[CH:20][CH:19]=1)(=[O:17])=[O:16])[CH2:10][CH2:11][CH2:12][CH3:13]>C(#N)C>[CH2:9]([NH:14][S:15]([C:18]1[CH:19]=[CH:20][C:21]([N:24]=[C:5]=[O:4])=[CH:22][CH:23]=1)(=[O:17])=[O:16])[CH2:10][CH2:11][CH2:12][CH3:13]. Procedure details: Under argon, trichloromethyl chloroformate (135 μL, 1.118 mmol) is added to N-(pentyl)-4-aminobenzenesulfonamide (Example 26, 0.572 mmol) in anhydrous acetonitrile (4 mL). The solution is heated to 65° C. for 5 hours and the solvent removed at reduced pressure. The formation of the isocyanate is confirmed by infrared spectroscopy of the residue, then immediately used without further purification in the next reaction. Reactants: NC=1C(N(C(N(C1N)CC)=O)CC)=O (5,6-diamino-1,3-diethyluracil), COC1=C(C=CC(=O)O)C=CC(=C1OC)OC (2,3,4-trimethoxycinnamic acid). The product is C(C)N1C(=O)N(C=2N=C(NC2C1=O)\C=C\C1=C(C(=C(C=C1)OC)OC)OC)CC ((E)-1,3-Diethyl-8-(2,3,4-trimethoxystyryl)xanthine). The yield is 57.0%. RXN SMILES: [NH2:1][C:2]1[C:3](=[O:14])[N:4]([CH2:12][CH3:13])[C:5](=[O:11])[N:6]([CH2:9][CH3:10])[C:7]=1[NH2:8].[CH3:15][O:16][C:17]1[C:27]([O:28][CH3:29])=[C:26]([O:30][CH3:31])[CH:25]=[CH:24][C:18]=1[CH:19]=[CH:20][C:21](O)=O>>[CH2:12]([N:4]1[C:3](=[O:14])[C:2]2[NH:1][C:21](/[CH:20]=[CH:19]/[C:18]3[CH:24]=[CH:25][C:26]([O:30][CH3:31])=[C:27]([O:28][CH3:29])[C:17]=3[O:16][CH3:15])=[N:8][C:7]=2[N:6]([CH2:9][CH3:10])[C:5]1=[O:11])[CH3:13]. Reported procedure: Substantially the same procedure as in Reference Example 70 was repeated using 2.5 g (12.6 mmol) of 5,6-diamino-1,3-diethyluracil and 2.3 g (13.9 mmol) of 2,3,4-trimethoxycinnamic acid. Then, the resultant crude crystals were recrystallized from dioxane/water to give 2.85 g (yield 57% of Compound 79 as white crystals.